Dataset: the Open Reaction Database (ORD), a public repository of structured organic reaction records. Task: describe an organic reaction: reactants, conditions, products, and yield The reactants are C(C)(=O)O (acetic acid), FC1=CC=C(C=C1)C=C(C(C(C)C)=O)C1=CC=CC=C1 (1-(4-Fluorophenyl)-4-methyl-2-phenyl-penten-3-one), NC(=CC(=O)OCC)C(C)C (ethyl 3-amino-4-methyl-pent-2-enoate). Solvent: C(CO)O (ethylene glycol). Product: C(C)(C)C=1NC(=C(C(C1C(=O)OCC)C1=CC=C(C=C1)F)C1=CC=CC=C1)C(C)C (Ethyl 1,4-dihydro-2,6-diisopropyl-4-(4-fluorophenyl)-5-phenyl-pyridine-3-carboxylate). Reaction SMILES: C(O)(=O)C.[F:5][C:6]1[CH:11]=[CH:10][C:9]([CH:12]=[C:13]([C:19]2[CH:24]=[CH:23][CH:22]=[CH:21][CH:20]=2)[C:14](=O)[CH:15]([CH3:17])[CH3:16])=[CH:8][CH:7]=1.[NH2:25][C:26]([CH:33]([CH3:35])[CH3:34])=[CH:27][C:28]([O:30][CH2:31][CH3:32])=[O:29]>C(O)CO>[CH:33]([C:26]1[NH:25][C:14]([CH:15]([CH3:17])[CH3:16])=[C:13]([C:19]2[CH:24]=[CH:23][CH:22]=[CH:21][CH:20]=2)[CH:12]([C:9]2[CH:10]=[CH:11][C:6]([F:5])=[CH:7][CH:8]=2)[C:27]=1[C:28]([O:30][CH2:31][CH3:32])=[O:29])([CH3:35])[CH3:34]. Procedure: 2.86 ml (50 mmol) of glacial acetic acid are added to 13.45 g (50 mmol) of the compound from Example 97 and 17.4 g (100 ml) of ethyl 3-amino-4-methyl-pent-2-enoate in 80 ml of ethylene glycol and the mixture is heated to reflux overnight. After cooling to room temperature, it is concentrated in vacuo and the residue is dissolved in dichloromethane and extracted several times using water. The organic phase is dried over magnesium sulphate and concentrated in vacuo, and the residue is taken up in ... Starting materials: C1=CN(C(=O)N=C1N)[C@H]2C([C@@H]([C@H](O2)CO)O)(F)F (Gemcitabine), Cl[Si](O[Si](C(C)C)(C(C)C)Cl)(C(C)C)C(C)C (1,3-dichloro-1,1,3,3-tetraisopropyldisiloxane). Run in N1=CC=CC=C1 (pyridine). Yields the product NC1=NC(N(C=C1)[C@H]1C([C@@H]2O[Si](O[Si](OC[C@H]2O1)(C(C)C)C(C)C)(C(C)C)C(C)C)(F)F)=O (4-amino-1-((6aR,8R,9aR)-9,9-difluoro-2,2,4,4-tetraisopropyltetrahydro-6H-furo[3,2-f][1,3,5,2,4]trioxadisilocin-8-yl)pyrimidin-2(1H)-one). Reaction SMILES: [CH:1]1[C:7]([NH2:8])=[N:6][C:4](=[O:5])[N:3]([C@@H:9]2[O:13][C@H:12]([CH2:14][OH:15])[C@@H:11]([OH:16])[C:10]2([F:18])[F:17])[CH:2]=1.Cl[Si:20]([CH:33]([CH3:35])[CH3:34])([CH:30]([CH3:32])[CH3:31])[O:21][Si:22](Cl)([CH:26]([CH3:28])[CH3:27])[CH:23]([CH3:25])[CH3:24]>N1C=CC=CC=1>[NH2:8][C:7]1[CH:1]=[CH:2][N:3]([C@@H:9]2[O:13][C@H:12]3[C@@H:11]([O:16][Si:20]([CH:30]([CH3:32])[CH3:31])([CH:33]([CH3:35])[CH3:34])[O:21][Si:22]([CH:26]([CH3:28])[CH3:27])([CH:23]([CH3:24])[CH3:25])[O:15][CH2:14]3)[C:10]2([F:17])[F:18])[C:4](=[O:5])[N:6]=1. Procedure details: As shown above, Gemcitabine (4-amino-1-((2R,4R,5R)-3,3-difluoro-4-hydroxy-5-(hydroxymethyl)tetrahydrofuran-2-yl)pyrimidin-2(1H)-one) can be treated with 1,3-dichloro-1,1,3,3-tetraisopropyldisiloxane (TIPDSiCl2) in dry pyridine to provide 4-amino-1-((6aR,8R,9aR)-9,9-difluoro-2,2,4,4-tetraisopropyltetrahydro-6H-furo[3,2-f][1,3,5,2,4]trioxadisilocin-8-yl)pyrimidin-2(1H)-one. It is contemplated that other 1,3-dihalo-1,1,3,3-tetraalkyldisiloxanes can be used in place of TIPDSiCl2. It is also contempl... Reactants: CN1CCN(CCC1)C=1OC2=C(N1)C=CC=C2 (2-(4-methyl-1-homopiperazinyl)-benzoxazole), CI (methyl iodide). Solvent: O1CCCC1 (tetrahydrofuran). Run at time 1 hour. Product: [I-].C[N+]1(CCN(CCC1)C=1OC2=C(N1)C=CC=C2)C (1,1-Dimethyl-4-(benzoxazol-2-yl)homopiperazinium iodide). Reaction SMILES: [CH3:1][N:2]1[CH2:8][CH2:7][CH2:6][N:5]([C:9]2[O:10][C:11]3[CH:17]=[CH:16][CH:15]=[CH:14][C:12]=3[N:13]=2)[CH2:4][CH2:3]1.[CH3:18][I:19]>O1CCCC1>[I-:19].[CH3:1][N+:2]1([CH3:18])[CH2:8][CH2:7][CH2:6][N:5]([C:9]2[O:10][C:11]3[CH:17]=[CH:16][CH:15]=[CH:14][C:12]=3[N:13]=2)[CH2:4][CH2:3]1 |f:3.4|. Reported procedure: A 200 mg portion of 2-(4-methyl-1-homopiperazinyl)-benzoxazole was dissolved in 5 ml of tetrahydrofuran (THF). Under cooling with ice, 0.064 ml of methyl iodide was added to the thus prepared solution, and the reaction was carried out for 1 hour at the same temperature and then for 2 hours at room temperature. The reaction solution was concentrated under a reduced pressure, and 5 ml of acetone was added to the resulting residue. The precipitate thus formed was collected by filtration, washed wit... Reactants: C=C(C)C1CCC(C)(O)C1C, CC(=O)OC(C)=O, CC(=O)Cl, Cc1ccccc1, c1ccncc1. Yields the product C=C(C)C1CCC(C)(OC(C)=O)C1C. As a reaction SMILES: [C:5](=[CH2:6])([CH3:7])[CH:8]1[CH:9]([CH3:15])[C:10]([OH:13])([CH3:14])[CH2:11][CH2:12]1.[CH3:16][C:17]([O:18][C:19](=[O:20])[CH3:21])=[O:22].[CH3:1][C:2]([Cl:3])=[O:4].[CH3:29][c:30]1[cH:31][cH:32][cH:33][cH:34][cH:35]1.[cH:23]1[cH:24][cH:25][n:26][cH:27][cH:28]1>>[CH3:1][C:2](=[O:4])[O:13][C:10]1([CH3:14])[CH:9]([CH3:15])[CH:8]([C:5](=[CH2:6])[CH3:7])[CH2:12][CH2:11]1.